From a dataset of the Open Reaction Database (ORD), a public repository of structured organic reaction records. describe an organic reaction: reactants, conditions, products, and yield Reactants: CN1CCOCC1 (4-methylmorpholine), N1=CC(=C2N1C=CC=N2)C(=O)O (pyrazolo[1,5-a]pyrimidine-3-carboxylic acid), NC=1C=NN(C1C=1C(=NC=C(C#N)C1)OC)COCC[Si](C)(C)C (5-(4-amino-1-((2-(trimethylsilyl)ethoxy)methyl)-1H-pyrazol-5-yl)-6-methoxynicotinonitrile), ClC1(NC=NC(=N1)OC)OC (2-chloro-2,4-dimethoxy-1,3,5-triazine). The solvent is C(C)#N (acetonitrile). Conditions: temperature 50 celsius, time 2 day. Yields the product C(#N)C=1C=C(C(=NC1)OC)C1=NNC=C1NC(=O)C=1C=NN2C1N=CC=C2 (N-(3-(5-Cyano-2-methoxypyridin-3-yl)-1H-pyrazol-4-yl)pyrazolo[1,5-a]pyrimidine-3-carboxamide). Isolated yield 15.3%. As a reaction SMILES: [N:1]1[N:5]2[CH:6]=[CH:7][CH:8]=[N:9][C:4]2=[C:3]([C:10]([OH:12])=O)[CH:2]=1.[NH2:13][C:14]1[CH:15]=[N:16][N:17](COCC[Si](C)(C)C)[C:18]=1[C:19]1[C:20]([O:27][CH3:28])=[N:21][CH:22]=[C:23]([CH:26]=1)[C:24]#[N:25].ClC1(OC)N=C(OC)N=CN1.CN1CCOCC1>C(#N)C>[C:24]([C:23]1[CH:26]=[C:19]([C:18]2[C:14]([NH:13][C:10]([C:3]3[CH:2]=[N:1][N:5]4[CH:6]=[CH:7][CH:8]=[N:9][C:4]=34)=[O:12])=[CH:15][NH:16][N:17]=2)[C:20]([O:27][CH3:28])=[N:21][CH:22]=1)#[N:25]. Procedure: To a suspension of pyrazolo[1,5-a]pyrimidine-3-carboxylic acid (22.0 mg, 0.135 mmol, 6.56 equiv), 5-(4-amino-1-((2-(trimethylsilyl)ethoxy)methyl)-1H-pyrazol-5-yl)-6-methoxynicotinonitrile (7.1 mg, 0.020 mmol, 1 equiv), and 2-chloro-2,4-dimethoxy-1,3,5-triazine (23.7 mg, 0.135 equiv, 6.56 equiv) in acetonitrile (2 mL) was added 4-methylmorpholine (23 uL, 0.21 mmol, 10 equiv) at 24° C. After 2 days, the reaction mixture was partitioned between saturated aqueous sodium bicarbonate solution (2 mL), ...